This data is from the Open Reaction Database (ORD), a public repository of structured organic reaction records. The task is: describe an organic reaction: reactants, conditions, products, and yield As a reaction SMILES: [Br:31][CH2:32][CH2:33][CH2:34][O:35][CH3:36].[C:20](=[O:21])([O-:22])[O-:23].[CH3:26][N:27]([CH3:28])[CH:29]=[O:30].[K+:24].[K+:25].[OH2:37].[OH:1][c:2]1[cH:3][c:4]([N+:17](=[O:18])[O-:19])[c:5]([NH:8][N:9]=[C:10]([C:11](=[O:12])[O:13][CH2:14][CH3:15])[CH3:16])[cH:6][cH:7]1>>[O:1]([c:2]1[cH:3][c:4]([N+:17](=[O:18])[O-:19])[c:5]([NH:8][N:9]=[C:10]([C:11](=[O:12])[O:13][CH2:14][CH3:15])[CH3:16])[cH:6][cH:7]1)[CH2:32][CH2:33][CH2:34][O:35][CH3:36]. Yields the product CCOC(=O)C(C)=NNc1ccc(OCCCOC)cc1[N+](=O)[O-]. Starting materials: COCCCBr, O=C([O-])[O-], CN(C)C=O, [K+], [K+], O, CCOC(=O)C(C)=NNc1ccc(O)cc1[N+](=O)[O-].